From a dataset of the Open Reaction Database (ORD), a public repository of structured organic reaction records. describe an organic reaction: reactants, conditions, products, and yield The reactants are CI (methyl iodide), resultant mixture, I[C@@H]1CC[C@H]2C(O[C@@H]1C2)=O ((1R*,4R*,5R*)-4-Iodo-6-oxabicyclo[3.2.1]octan-7-one), O1CCCC1 (tetrahydrofuran), O1CCCC1 (tetrahydrofuran), O1CCCC1 (tetrahydrofuran), CSC.B (borane-dimethyl sulfide), C[Si](C)(C)[N-][Si](C)(C)C.[K+] (potassium bis(trimethylsilyl)amide), [Cl-].[NH4+] (ammonium chloride). Run in O (water), Cl (HCl), C(C)OCC (diethyl ether). Reaction conditions: time 12 hour. Product: COC[C@@H]1O[C@@H]2C[C@@H]2CC1 ((1R*,3R*,6S*)-3-(methoxymethyl)oxabicyclo[4.1.0]heptane). RXN SMILES: I[C@H:2]1[C@H:8]2[CH2:9][C@H:5]([C:6](=O)[O:7]2)[CH2:4][CH2:3]1.CSC.B.C[Si]([N-][Si](C)(C)C)(C)C.[K+].CI.[Cl-].[NH4+].[O:29]1CCC[CH2:30]1>O.Cl.C(OCC)C>[CH3:30][O:29][CH2:9][C@H:8]1[CH2:2][CH2:3][C@@H:4]2[C@@H:6]([CH2:5]2)[O:7]1 |f:1.2,3.4,6.7|. Procedure details: (1R*,4R*,5R*)-4-Iodo-6-oxabicyclo[3.2.1]octan-7-one (2.8 g) was dissolved in a solvent mixture of tetrahydrofuran (27 mL) and water (3 mL), and concentrated HCl (0.1 mL) was added thereto, followed by heating under reflux for 1 hour. The solvent was distilled away under reduced pressure, to thereby give (1R*,3R*,4R*)-3-hydroxy-4-iodocyclohexanecarboxylic acid (3.23 g) as a colorless solid. 2) The product obtained from the above-described reaction (3.22 g) was dissolved in tetrahydrofuran (50 mL)... The reactants are CNC (dimethylamine), CN1N=C(N=C1C1=C(C=CC=C1)CBr)C1=CC(=CC=C1)Cl (1-methyl-3-(3-chlorophenyl)-5-(2-bromomethylphenyl)-1,2,4-triazole). Solvent: C1=CC=CC=C1 (benzene), C1=CC=CC=C1 (benzene). Conditions: time 16 hour. The product is CN1N=C(N=C1C1=C(C=CC=C1)CN(C)C)C1=CC(=CC=C1)Cl (1-Methyl-5-(2-dimethylaminomethylphenyl)-3-(3-chlorophenyl)-1,2,4-triazole). Yield: 86.0%. RXN SMILES: [CH3:1][N:2]1[C:6]([C:7]2[CH:12]=[CH:11][CH:10]=[CH:9][C:8]=2[CH2:13]Br)=[N:5][C:4]([C:15]2[CH:20]=[CH:19][CH:18]=[C:17]([Cl:21])[CH:16]=2)=[N:3]1.[CH3:22][NH:23][CH3:24]>C1C=CC=CC=1>[CH3:1][N:2]1[C:6]([C:7]2[CH:12]=[CH:11][CH:10]=[CH:9][C:8]=2[CH2:13][N:23]([CH3:24])[CH3:22])=[N:5][C:4]([C:15]2[CH:20]=[CH:19][CH:18]=[C:17]([Cl:21])[CH:16]=2)=[N:3]1. Procedure details: To a solution of 4. g. of 1-methyl-3-(3-chlorophenyl)-5-(2-bromomethylphenyl)-1,2,4-triazole in 50 ml. of anhydrous benzene, 8.8 ml. of a benzene solution containing 20% of dimethylamine are added maintaining the temperature of about 5°-10° C. The mixture was maintained under stirring for 16 hours and then washed with 10% sodium hydroxide and with an aqueous solution of sodium chloride. The organic solution is dried over sodium sulfate and then evaporated. The crude product is purified by distil... Starting materials: [Se](=O)=O (selenium dioxide), C(C)O (ethanol), BrCC(=O)C1=CC(=CC=C1)OC (2-bromo-1-(3-methoxyphenyl)ethanone). Product: C(C)OC(C(=O)C1=CC(=CC=C1)OC)=O (Ethyl(3-methoxyphenyl)(oxo)acetate). Isolated yield 53.0%. As a reaction SMILES: [Se](=O)=[O:2].Br[CH2:5][C:6]([C:8]1[CH:13]=[CH:12][CH:11]=[C:10]([O:14][CH3:15])[CH:9]=1)=[O:7].[CH2:16]([OH:18])[CH3:17]>>[CH2:16]([O:18][C:5](=[O:2])[C:6]([C:8]1[CH:13]=[CH:12][CH:11]=[C:10]([O:14][CH3:15])[CH:9]=1)=[O:7])[CH3:17]. Reported procedure: A suspension of selenium dioxide (4.08 g, 37 mmol) in ethanol (35 mL) was refluxed for 10 minutes and then, Intermediate 65 (8.44 g, 37 mmol) was added. The mixture was refluxed overnight. The cooled reaction was filtered through Celite and the solvent removed under reduced pressure. The residue was diluted with methylene chloride (50 mL), washed with water (2×25 mL), dried (Na2SO4), and concentrated. Purification by column chromatography with silica gel using methylene chloride as eluent gave t... Reactants: C(C)(C)(C)OC(NC(CO)(C)C)=O (tert-butyl(1-hydroxy-2-methylpropan-2-yl)carbamate), C(C)(C)N(CC)C(C)C (diisopropylethylamine), COC1=CC=C(C(=O)Cl)C=C1 (4-methoxybenzoyl chloride). The solvent is C(Cl)Cl (DCM). Reaction conditions: time 4 hour. The product is COC1=CC=C(C(=O)OCC(C)(C)NC(=O)OC(C)(C)C)C=C1 (2-[(tert-butoxycarbonyl)amino]-2-methylpropyl 4-methoxybenzoate). The yield is 34.0%. As a reaction SMILES: [C:1]([O:5][C:6](=[O:13])[NH:7][C:8]([CH3:12])([CH3:11])[CH2:9][OH:10])([CH3:4])([CH3:3])[CH3:2].C(N(C(C)C)CC)(C)C.[CH3:23][O:24][C:25]1[CH:33]=[CH:32][C:28]([C:29](Cl)=[O:30])=[CH:27][CH:26]=1>C(Cl)Cl>[CH3:23][O:24][C:25]1[CH:33]=[CH:32][C:28]([C:29]([O:10][CH2:9][C:8]([NH:7][C:6]([O:5][C:1]([CH3:4])([CH3:2])[CH3:3])=[O:13])([CH3:12])[CH3:11])=[O:30])=[CH:27][CH:26]=1. Reported procedure: To a solution of tert-butyl(1-hydroxy-2-methylpropan-2-yl)carbamate (0.95 g, 5.0 mmol) and diisopropylethylamine (0.87 mL, 5.0 mmol) in DCM (25 mL) was added 4-methoxybenzoyl chloride (0.69 mL, 5.0 mmol) at room temperature and the mixture was stirred for 4 h. The reaction mixture was partitioned between DCM and 50% brine solution. The organic layer was separated, dried with Na2SO4, filtered and concentrated. The residue was dissolved in ethyl acetate and washed with 0.5 M hydrochloric acid. The... Starting materials: BrC1=CC(=C(C(=C1)F)C(=O)N1[C@@H](CCC1)CN1CCCC1)F ((4-bromo-2,6-difluoro-phenyl)-(2-(S)-pyrrolidin-1-ylmethyl-pyrrolidin-1-yl)-methanone), CS(=O)(=O)C1=CC=C(C=C1)B(O)O (4-methanesulfonylbenzene boronic acid). Product: FC=1C=C(C=C(C1C(=O)N1[C@@H](CCC1)CN1CCCC1)F)C1=CC=C(C=C1)S(=O)(=O)C ((3,5-Difluoro-4′-methanesulfonyl-biphenyl-4-yl)-(2-(S)-pyrrolidin-1-ylmethyl-pyrrolidin-1-yl)-methanone). Reaction SMILES: Br[C:2]1[CH:7]=[C:6]([F:8])[C:5]([C:9]([N:11]2[CH2:15][CH2:14][CH2:13][C@H:12]2[CH2:16][N:17]2[CH2:21][CH2:20][CH2:19][CH2:18]2)=[O:10])=[C:4]([F:22])[CH:3]=1.[CH3:23][S:24]([C:27]1[CH:32]=[CH:31][C:30](B(O)O)=[CH:29][CH:28]=1)(=[O:26])=[O:25]>>[F:22][C:4]1[CH:3]=[C:2]([C:30]2[CH:31]=[CH:32][C:27]([S:24]([CH3:23])(=[O:26])=[O:25])=[CH:28][CH:29]=2)[CH:7]=[C:6]([F:8])[C:5]=1[C:9]([N:11]1[CH2:15][CH2:14][CH2:13][C@H:12]1[CH2:16][N:17]1[CH2:21][CH2:20][CH2:19][CH2:18]1)=[O:10]. Reported procedure: The title compound is prepared in a manner substantially analogous to Example 14 via Procedure F′ from (4-bromo-2,6-difluoro-phenyl)-(2-(S)-pyrrolidin-1-ylmethyl-pyrrolidin-1-yl)-methanone and 4-methanesulfonylbenzene boronic acid (CAS 1491 04-88-1). MS (FIA) 489 (MH+) The reactants are C(C1=CC=CC=C1)N1CC2(CCN(CC2)C(=O)C2=CC(=C(C=C2)OC(C)C)C)OCC1(C)C ((8-benzyl-9,9-dimethyl-11-oxa-3,8-diazaspiro[5.5]undecan-3-yl)-(4-isopropoxy-3-methyl-phenyl)methanone), C(=O)[O-].[NH4+] (ammonium formate). The reagents and catalysts are [OH-].[OH-].[Pd+2] (Pd(OH)2). Solvent: C(C)O (ethanol). Reaction conditions: temperature 40 celsius, time 18 hour. Product: CC1(NCC2(CCN(CC2)C(=O)C2=CC(=C(C=C2)OC(C)C)C)OC1)C ((9,9-dimethyl-11-oxa-3,8-diazaspiro[5.5]undecan-3-yl)-(4-isopropoxy-3-methyl-phenyl)methanone). Isolated yield 100.9%. RXN SMILES: C([N:8]1[C:31]([CH3:33])([CH3:32])[CH2:30][O:29][C:10]2([CH2:15][CH2:14][N:13]([C:16]([C:18]3[CH:23]=[CH:22][C:21]([O:24][CH:25]([CH3:27])[CH3:26])=[C:20]([CH3:28])[CH:19]=3)=[O:17])[CH2:12][CH2:11]2)[CH2:9]1)C1C=CC=CC=1.C([O-])=O.[NH4+]>C(O)C.[OH-].[OH-].[Pd+2]>[CH3:33][C:31]1([CH3:32])[CH2:30][O:29][C:10]2([CH2:11][CH2:12][N:13]([C:16]([C:18]3[CH:23]=[CH:22][C:21]([O:24][CH:25]([CH3:27])[CH3:26])=[C:20]([CH3:28])[CH:19]=3)=[O:17])[CH2:14][CH2:15]2)[CH2:9][NH:8]1 |f:1.2,4.5.6|. Procedure details: To a solution of (8-benzyl-9,9-dimethyl-11-oxa-3,8-diazaspiro[5.5]undecan-3-yl)-(4-isopropoxy-3-methyl-phenyl)methanone (51 mg, 0.11 mmol) in ethanol (2 mL) was added Pd(OH)2 (16 mg, 0.11 mmol) followed by ammonium formate (29 mg, 0.45 mmol). The reaction mixture was stirred at 40° C. for 18 h, then filtered and concentrated in vacuo to afford (9,9-dimethyl-11-oxa-3,8-diazaspiro[5.5]undecan-3-yl)-(4-isopropoxy-3-methyl-phenyl)methanone (40 mg, 98%). ESI-MS m/z calc. 360.5. found 361.3 (M+1)+; Re... Starting materials: BrCc1ccccc1, O=Cc1cc(Br)ccc1O, O=C([O-])[O-], CN(C)C=O, [K+], [K+], O. The product is O=Cc1cc(Br)ccc1OCc1ccccc1. RXN SMILES: [Br:17][CH2:18][c:19]1[cH:20][cH:21][cH:22][cH:23][cH:24]1.[Br:1][c:2]1[cH:3][cH:4][c:5]([OH:10])[c:6]([CH:7]=[O:8])[cH:9]1.[C:11](=[O:12])([O-:13])[O-:14].[CH3:26][N:27]([CH3:28])[CH:29]=[O:30].[K+:15].[K+:16].[OH2:25]>>[Br:1][c:2]1[cH:3][cH:4][c:5]([O:10][CH2:18][c:19]2[cH:20][cH:21][cH:22][cH:23][cH:24]2)[c:6]([CH:7]=[O:8])[cH:9]1. The reactants are O=C(CCC(=O)O)C=1C2=C(SC1)C=CC=C2 (γ-oxo-benzo[b]thiophene-3-butyric acid), N1[C@H](C(=O)O)CCC1 (L-proline). Product: S1C2=C(C(=C1)C(=O)CCC(=O)N1[C@H](C(=O)O)CCC1)C=CC=C2 (1-[3-(benzo[b]thien-3-ylcarbonyl)propionyl]-L-proline). Isolated yield 78.0%. RXN SMILES: [O:1]=[C:2]([C:8]1[C:9]2[CH:16]=[CH:15][CH:14]=[CH:13][C:10]=2[S:11][CH:12]=1)[CH2:3][CH2:4][C:5]([OH:7])=O.[NH:17]1[CH2:24][CH2:23][CH2:22][C@H:18]1[C:19]([OH:21])=[O:20]>>[S:11]1[CH:12]=[C:8]([C:2]([CH2:3][CH2:4][C:5]([N:17]2[CH2:24][CH2:23][CH2:22][C@H:18]2[C:19]([OH:21])=[O:20])=[O:7])=[O:1])[C:9]2[CH:16]=[CH:15][CH:14]=[CH:13][C:10]1=2. Procedure details: The γ-oxo-benzo[b]thiophene-3-butyric acid is coupled to L-proline with 1,1'-carbonylidiimidazole to give 1-[3-(benzo[b]thien-3-ylcarbonyl)propionyl]-L-proline (78%) as a glass. As for Example 1, the preceding compound is reacted with bromine in acetic acid to give 1-[3-bromo-3-(benzo[b]thien-3-ylcarbonyl)propionyl]-L-proline as a glass (97%). Reaction with sodium thioacetate in ethanol gives the product (92%) of the Example as a glass. Reactants: CS(C)=O, ClCc1ccc2ccccc2n1, O=C(CCCCC(F)(F)F)c1cccc(O)c1, [Na+], [OH-], O. The product is O=C(CCCCC(F)(F)F)c1cccc(OCc2ccc3ccccc3n2)c1. Reaction SMILES: [CH3:33][S:34]([CH3:35])=[O:36].[Cl:18][CH2:19][c:20]1[n:21][c:22]2[cH:23][cH:24][cH:25][cH:26][c:27]2[cH:28][cH:29]1.[F:1][C:2]([CH2:3][CH2:4][CH2:5][CH2:6][C:7](=[O:8])[c:9]1[cH:10][c:11]([OH:15])[cH:12][cH:13][cH:14]1)([F:16])[F:17].[Na+:31].[OH-:30].[OH2:32]>>[F:1][C:2]([CH2:3][CH2:4][CH2:5][CH2:6][C:7](=[O:8])[c:9]1[cH:10][c:11]([O:15][CH2:19][c:20]2[n:21][c:22]3[cH:23][cH:24][cH:25][cH:26][c:27]3[cH:28][cH:29]2)[cH:12][cH:13][cH:14]1)([F:16])[F:17]. The reactants are BrCc1ccccc1, C1CCOC1, C1CCOC1, [Li]CCCC, CN(C)P(=O)(N(C)C)N(C)C, CC(C)NC(C)C, CCCC(O)CC(=O)OC, O=C(O)CC(O)(CC(=O)O)C(=O)O. Yields the product CCCC(O)C(Cc1ccccc1)C(=O)OC. As a reaction SMILES: [Br:23][CH2:24][c:25]1[cH:26][cH:27][cH:28][cH:29][cH:30]1.[CH2:44]1[O:45][CH2:46][CH2:47][CH2:48]1.[CH2:49]1[O:50][CH2:51][CH2:52][CH2:53]1.[CH2:8]([Li:9])[CH2:10][CH2:11][CH3:12].[CH3:54][N:55]([CH3:56])[P:57]([N:58]([CH3:59])[CH3:60])([N:61]([CH3:62])[CH3:63])=[O:64].[CH:1]([NH:2][CH:3]([CH3:4])[CH3:5])([CH3:6])[CH3:7].[OH:13][CH:14]([CH2:15][C:16](=[O:17])[O:18][CH3:19])[CH2:20][CH2:21][CH3:22].[OH:31][C:32]([CH2:33][C:34]([C:35](=[O:36])[OH:37])([CH2:38][C:39](=[O:40])[OH:41])[OH:42])=[O:43]>>[OH:13][CH:14]([CH:15]([C:16](=[O:17])[O:18][CH3:19])[CH2:24][c:25]1[cH:26][cH:27][cH:28][cH:29][cH:30]1)[CH2:20][CH2:21][CH3:22].